This data is from the Open Reaction Database (ORD), a public repository of structured organic reaction records. The task is: describe an organic reaction: reactants, conditions, products, and yield The reactants are ClC1=C(C=CC(=C1)C#N)C(C(=O)OCC)=CN(C)C (ethyl 2-(2-chloro-4-cyanophenyl)-3-(dimethylamino)acrylate), C(C1=CC=CC=C1)NC(C1=CN=C(C=C1)NN)=O (N-benzyl-6-hydrazinylnicotinamide). Product: C(C1=CC=CC=C1)NC(C1=CN=C(C=C1)N1N=CC(=C1O)C1=C(C=C(C=C1)C#N)Cl)=O (N-benzyl-6-(4-(2-chloro-4-cyanophenyl)-5-hydroxy-1H-pyrazol-1-yl)nicotinamide). As a reaction SMILES: [Cl:1][C:2]1[CH:7]=[C:6]([C:8]#[N:9])[CH:5]=[CH:4][C:3]=1[C:10](=[CH:16][N:17](C)C)[C:11]([O:13]CC)=O.[CH2:20]([NH:27][C:28](=[O:37])[C:29]1[CH:34]=[CH:33][C:32]([NH:35]N)=[N:31][CH:30]=1)[C:21]1[CH:26]=[CH:25][CH:24]=[CH:23][CH:22]=1>>[CH2:20]([NH:27][C:28](=[O:37])[C:29]1[CH:34]=[CH:33][C:32]([N:35]2[C:11]([OH:13])=[C:10]([C:3]3[CH:4]=[CH:5][C:6]([C:8]#[N:9])=[CH:7][C:2]=3[Cl:1])[CH:16]=[N:17]2)=[N:31][CH:30]=1)[C:21]1[CH:26]=[CH:25][CH:24]=[CH:23][CH:22]=1. Procedure details: The title compound was prepared in a manner similar to Example 188 using ethyl 2-(2-chloro-4-cyanophenyl)-3-(dimethylamino)acrylate and N-benzyl-6-hydrazinylnicotinamide. 1H NMR (400 MHz, DMSO-d6) δ ppm 4.44 (d, J=5.8 Hz, 2H) 7.13-7.22 (m, 2H) 7.27 (d, J=4.3 Hz, 5H) 7.75 (d, J=8.3 Hz, 1H) 8.00 (s, 1H) 8.30-8.47 (m, 2H) 8.90 (s, 1H) 9.20 (t, J=5.3 Hz, 1H). MS m/z [M+H]+ 430.3. Starting materials: CCOC(=O)CCC(C)(C)CCCCCOC1CCCCO1, CO, CCOC(C)=O, O, O, Cc1ccc(S(=O)(=O)O)cc1. Yields the product CCOC(=O)CCC(C)(C)CCCCCO. RXN SMILES: [CH3:1][C:2]([CH2:3][CH2:4][C:5](=[O:6])[O:7][CH2:8][CH3:9])([CH2:10][CH2:11][CH2:12][CH2:13][CH2:14][O:15][CH:16]1[CH2:17][CH2:18][CH2:19][CH2:20][O:21]1)[CH3:22].[CH3:35][OH:36].[CH3:37][CH2:38][O:39][C:40](=[O:41])[CH3:42].[OH2:23].[OH2:43].[c:24]1([CH3:25])[cH:26][cH:27][c:28]([S:29]([OH:30])(=[O:31])=[O:32])[cH:33][cH:34]1>>[CH3:1][C:2]([CH2:3][CH2:4][C:5](=[O:6])[O:7][CH2:8][CH3:9])([CH2:10][CH2:11][CH2:12][CH2:13][CH2:14][OH:15])[CH3:22].